From a dataset of the Open Reaction Database (ORD), a public repository of structured organic reaction records. describe an organic reaction: reactants, conditions, products, and yield Reactants: [H-].[Na+] (sodium hydride), CC=1SC=C(N1)C=O (2-methyl-4-formylthiazole), O (water), [I-].C[S+](C)C (Trimethylsulphonium iodide). Run in CS(=O)C.O1CCCC1 (dimethyl sulphoxide tetrahydrofuran), O1CCCC1 (tetrahydrofuran), CS(=O)C (dimethyl sulphoxide). Conditions: time 60 minute. The product is CC=1SC=C(N1)C1CO1 (2-(2-Methyl-thiazol-4-yl)ethylene oxide). Reaction SMILES: [I-].[CH3:2][S+](C)C.[H-].[Na+].[CH3:8][C:9]1[S:10][CH:11]=[C:12]([CH:14]=[O:15])[N:13]=1.O>CS(C)=O.CS(C)=O.O1CCCC1.O1CCCC1>[CH3:8][C:9]1[S:10][CH:11]=[C:12]([CH:14]2[O:15][CH2:2]2)[N:13]=1 |f:0.1,2.3,7.8|. Reported procedure: 10.2 g (0.048 mol) of Trimethylsulphonium iodide are dissolved in 42 ml of dimethyl sulphoxide and added dropwise to a stirred solution, which is maintained at 0° C., of 1.14 g of sodium hydride in 50 ml of dimethyl sulphoxide/tetrahydrofuran (1:1). After 60 minutes, a solution of 6.1 g of 2-methyl-4-formylthiazole in 25 ml of tetrahydrofuran is added dropwise at 0° C., and the mixture is stirred at room temperature for 3 hours. It is then cooled to 0° C., 9.6 ml of water are added dropwise, and...